The task is: describe an organic reaction: reactants, conditions, products, and yield. This data is from the Open Reaction Database (ORD), a public repository of structured organic reaction records. The reactants are CC(C)(C)OC(=O)N1CCC(C)(C(=O)O)CC1, CCOC(C)=O, C(=NC1CCCCC1)=NC1CCCCC1, Nc1cccc(Oc2ccc(F)cc2)c1, CN(C)C=O, On1nnc2cccnc21. Yields the product CC(C)(C)OC(=O)N1CCC(C)(C(=O)Nc2cccc(Oc3ccc(F)cc3)c2)CC1. RXN SMILES: [C:1]([CH3:2])([CH3:3])([CH3:4])[O:5][C:6](=[O:7])[N:8]1[CH2:9][CH2:10][C:11]([C:14](=[O:15])[OH:16])([CH3:17])[CH2:12][CH2:13]1.[CH3:58][CH2:59][O:60][C:61]([CH3:62])=[O:63].[CH:33]1([N:34]=[C:35]=[N:36][CH:37]2[CH2:38][CH2:39][CH2:40][CH2:41][CH2:42]2)[CH2:43][CH2:44][CH2:45][CH2:46][CH2:47]1.[F:18][c:19]1[cH:20][cH:21][c:22]([O:23][c:24]2[cH:25][c:26]([NH2:27])[cH:28][cH:29][cH:30]2)[cH:31][cH:32]1.[O:64]=[CH:65][N:66]([CH3:67])[CH3:68].[OH:48][n:49]1[c:50]2[n:51][cH:52][cH:53][cH:54][c:55]2[n:56][n:57]1>>[C:1]([CH3:2])([CH3:3])([CH3:4])[O:5][C:6](=[O:7])[N:8]1[CH2:9][CH2:10][C:11]([C:14](=[O:16])[NH:27][c:26]2[cH:25][c:24]([O:23][c:22]3[cH:21][cH:20][c:19]([F:18])[cH:32][cH:31]3)[cH:30][cH:29][cH:28]2)([CH3:17])[CH2:12][CH2:13]1.